From a dataset of the Open Reaction Database (ORD), a public repository of structured organic reaction records. describe an organic reaction: reactants, conditions, products, and yield Procedure: A reactor vessel is charged with 3-amino-2-isopropylthiopyridine (3.0 g, 18 mmol), 2,2,2-trifluoroethanol (21 g, 210 mmol), and methanesulfonic acid (1.7 g, 18 mmol). The solution is heated to the range 65° C. to 70° C. and then t-butylnitrite (2.2 g of a 90% solution, 19 mmol) is added drop-wise to the vessel while maintaining the temperature at 65° C. to 70° C. After nitrogen evolution ceases, the solution is cooled, neutralized with aqueous saturated sodium bicarbonate solution and then extra... As a reaction SMILES: N[C:2]1[C:3](SC(C)C)=[N:4][CH:5]=[CH:6][CH:7]=1.[F:12][C:13]([F:17])([F:16])[CH2:14][OH:15].CS(O)(=O)=O.[C:23](ON=O)(C)([CH3:25])[CH3:24].C(=O)(O)[O-].[Na+]>>[CH:23]([C:3]1[C:2]([O:15][CH2:14][C:13]([F:17])([F:16])[F:12])=[CH:7][CH:6]=[CH:5][N:4]=1)([CH3:25])[CH3:24] |f:4.5|. Product: C(C)(C)C1=NC=CC=C1OCC(F)(F)F (2-isopropyl-3-(2,2,2-trifluoroethoxy)pyridine). Reactants: NC=1C(=NC=CC1)SC(C)C (3-amino-2-isopropylthiopyridine), FC(CO)(F)F (2,2,2-trifluoroethanol), CS(=O)(=O)O (methanesulfonic acid), C(C)(C)(C)ON=O (t-butylnitrite), solution, C([O-])(O)=O.[Na+] (sodium bicarbonate).